Dataset: the Open Reaction Database (ORD), a public repository of structured organic reaction records. Task: describe an organic reaction: reactants, conditions, products, and yield The reactants are COc1ccccc1Oc1c(NS(=O)(=O)c2ccc(C)cn2)nc(-c2ccncc2)nc1OCC#CCO, CN(C)c1ccncc1, CCOC(C)=O, O=C=NC1CCCCC1, ClC(Cl)Cl, CN(C)C=O. The product is COc1ccccc1Oc1c(NS(=O)(=O)c2ccc(C)cn2)nc(-c2ccncc2)nc1OCC#CCOC(=O)NC1CCCCC1. RXN SMILES: [CH3:1][c:2]1[cH:3][cH:4][c:5]([S:8](=[O:9])(=[O:10])[NH:11][c:12]2[n:13][c:14](-[c:33]3[cH:34][cH:35][n:36][cH:37][cH:38]3)[n:15][c:16]([O:27][CH2:28][C:29]#[C:30][CH2:31][OH:32])[c:17]2[O:18][c:19]2[c:20]([O:25][CH3:26])[cH:21][cH:22][cH:23][cH:24]2)[n:6][cH:7]1.[CH3:48][N:49]([c:50]1[cH:51][cH:52][n:53][cH:54][cH:55]1)[CH3:56].[CH3:66][CH2:67][O:68][C:69](=[O:70])[CH3:71].[CH:39]1([N:45]=[C:46]=[O:47])[CH2:40][CH2:41][CH2:42][CH2:43][CH2:44]1.[CH:57]([Cl:58])([Cl:59])[Cl:60].[O:61]=[CH:62][N:63]([CH3:64])[CH3:65]>>[CH3:1][c:2]1[cH:3][cH:4][c:5]([S:8](=[O:9])(=[O:10])[NH:11][c:12]2[n:13][c:14](-[c:33]3[cH:34][cH:35][n:36][cH:37][cH:38]3)[n:15][c:16]([O:27][CH2:28][C:29]#[C:30][CH2:31][O:32][C:46]([NH:45][CH:39]3[CH2:40][CH2:41][CH2:42][CH2:43][CH2:44]3)=[O:47])[c:17]2[O:18][c:19]2[c:20]([O:25][CH3:26])[cH:21][cH:22][cH:23][cH:24]2)[n:6][cH:7]1. Reactants: C(C1=CC=CC=C1)OC(=O)N1[C@@H](C[C@H](C1)OS(=O)(=O)C)CO ((2S,4R)-1-benzyloxycarbonyl-2-hydroxymethyl-4-methanesulfonyloxypyrrolidine), BrCC(=O)OCC (ethyl bromoacetate), CC(C)([O-])C.[K+] (potassium t-butoxide), [OH-].[Na+] (sodium hydroxide), [OH-].[Na+] (sodium hydroxide). The solvent is O (water), O1CCCC1 (tetrahydrofuran), O1CCCC1 (tetrahydrofuran). Reaction conditions: time 3 hour. Yields the product C(C1=CC=CC=C1)OC(=O)N1[C@@H](C[C@H](C1)OS(=O)(=O)C)COCC(=O)O ((2S,4R)-1-benzyloxycarbonyl-2-(carboxymethyloxymethyl)-4-methanesulfonyloxypyrrolidine). As a reaction SMILES: [CH2:1]([O:8][C:9]([N:11]1[CH2:15][C@H:14]([O:16][S:17]([CH3:20])(=[O:19])=[O:18])[CH2:13][C@H:12]1[CH2:21][OH:22])=[O:10])[C:2]1[CH:7]=[CH:6][CH:5]=[CH:4][CH:3]=1.Br[CH2:24][C:25]([O:27]CC)=[O:26].CC(C)([O-])C.[K+].[OH-].[Na+]>O1CCCC1.O>[CH2:1]([O:8][C:9]([N:11]1[CH2:15][C@H:14]([O:16][S:17]([CH3:20])(=[O:19])=[O:18])[CH2:13][C@H:12]1[CH2:21][O:22][CH2:24][C:25]([OH:27])=[O:26])=[O:10])[C:2]1[CH:3]=[CH:4][CH:5]=[CH:6][CH:7]=1 |f:2.3,4.5|. Procedure details: To a solution of (2S,4R)-1-benzyloxycarbonyl-2-hydroxymethyl-4-methanesulfonyloxypyrrolidine (100 g) and ethyl bromoacetate (100 ml) in tetrahydrofuran (500 ml) was added a solution of potassium t-butoxide (100 g) in tetrahydrofuran (500 ml) in a nitrogen stream at -15°~-10° C. for 2 hours and the mixture was stirred at ambient temperature for 3 hours. To the reaction mixture was added 2N aqueous sodium hydroxide (500 ml) at 0°-10° C. and the mixture was stirred at ambient temperature for 18 hou...